describe an organic reaction: reactants, conditions, products, and yield From a dataset of the Open Reaction Database (ORD), a public repository of structured organic reaction records. Reactants: Cc1nc(CCl)c2n1-c1ccc(Cl)cc1C(c1ccccc1Cl)=NC2, [Ni], C1CCOC1. Yields the product Cc1nc(C)n2c1CN=C(c1ccccc1Cl)c1cc(Cl)ccc1-2. As a reaction SMILES: [Cl:1][c:2]1[cH:3][cH:4][c:5]2[c:6]([cH:25]1)[C:7]([c:18]1[c:19]([Cl:24])[cH:20][cH:21][cH:22][cH:23]1)=[N:8][CH2:9][c:10]1[n:11]-2[c:12]([CH3:17])[n:13][c:14]1[CH2:15][Cl:16].[Ni:31].[O:26]1[CH2:27][CH2:28][CH2:29][CH2:30]1>>[Cl:1][c:2]1[cH:3][cH:4][c:5]2[c:6]([cH:25]1)[C:7]([c:18]1[c:19]([Cl:24])[cH:20][cH:21][cH:22][cH:23]1)=[N:8][CH2:9][c:10]1[n:11]-2[c:12]([CH3:17])[n:13][c:14]1[CH3:15].